describe an organic reaction: reactants, conditions, products, and yield From a dataset of the Open Reaction Database (ORD), a public repository of structured organic reaction records. Reaction SMILES: [NH2:1][C:2]1[N:7]=[CH:6][N:5]=[C:4]2[N:8]([CH:12]([C:14]3[C:15]([O:36][CH2:37][CH3:38])=[C:16]([CH:22]4[CH2:25][N:24](C(OCC5C=CC=CC=5)=O)[CH2:23]4)[C:17]([CH3:21])=[C:18]([Cl:20])[CH:19]=3)[CH3:13])[N:9]=[C:10]([CH3:11])[C:3]=12>[Pd]>[NH:24]1[CH2:23][CH:22]([C:16]2[C:15]([O:36][CH2:37][CH3:38])=[C:14]([CH:12]([N:8]3[C:4]4=[N:5][CH:6]=[N:7][C:2]([NH2:1])=[C:3]4[C:10]([CH3:11])=[N:9]3)[CH3:13])[CH:19]=[C:18]([Cl:20])[C:17]=2[CH3:21])[CH2:25]1. Reported procedure: Benzyl 3-{3-[1-(4-amino-3-methyl-1H-pyrazolo[3,4-d]pyrimidin-1-yl)ethyl]-5-chloro-2-ethoxy-6-methylphenyl}azetidine-1-carboxylate (chiral intermediate from first peak of previous step) was hydrogenated in the presence of 5% palladium as described in Example 94, Step 2 to give the desired chiral product. LCMS calculated for C20H26ClN6O (M+H)+: m/z=401.2; Found: 401.1. The reactants are NC1=C2C(=NC=N1)N(N=C2C)C(C)C=2C(=C(C(=C(C2)Cl)C)C2CN(C2)C(=O)OCC2=CC=CC=C2)OCC (Benzyl 3-{3-[1-(4-amino-3-methyl-1H-pyrazolo[3,4-d]pyrimidin-1-yl)ethyl]-5-chloro-2-ethoxy-6-methylphenyl}azetidine-1-carboxylate). The product is N1CC(C1)C=1C(=C(C=C(C1C)Cl)C(C)N1N=C(C=2C1=NC=NC2N)C)OCC (1-[1-(3-Azetidin-3-yl-5-chloro-2-ethoxy-4-methylphenyl)ethyl]-3-methyl-1H-pyrazolo[3,4-d]pyrimidin-4-amine). Reagents/catalysts: [Pd] (palladium). Starting materials: CCOC(=O)c1ccc(C2CCCc3cncn32)cc1, CCO, [Na+], [OH-]. Yields the product O=C(O)c1ccc(C2CCCc3cncn32)cc1. As a reaction SMILES: [CH2:1]([CH3:2])[O:3][C:4](=[O:5])[c:6]1[cH:7][cH:8][c:9]([CH:12]2[CH2:13][CH2:14][CH2:15][c:16]3[n:17]2[cH:18][n:19][cH:20]3)[cH:10][cH:11]1.[CH3:21][CH2:22][OH:23].[Na+:25].[OH-:24]>>[O:3]=[C:4]([OH:5])[c:6]1[cH:7][cH:8][c:9]([CH:12]2[CH2:13][CH2:14][CH2:15][c:16]3[n:17]2[cH:18][n:19][cH:20]3)[cH:10][cH:11]1. Starting materials: ClC1=C(C=C(C=C1)NC(=O)N[C@@H]1CC[C@H](CC1)O)C(F)(F)F (trans-1-(4-Chloro-3-trifluoromethyl-phenyl)-3-(4-hydroxy-cyclohexyl)-urea), [H-].[Na+] (sodium hydride), oil, FC1=CC=C(C#N)C=C1 (4-fluorobenzonitrile). Solvent: CN(C)C=O (DMF). Reaction conditions: time 10 minute. Product: ClC1=C(C=C(C=C1)NC(=O)N[C@@H]1CC[C@H](CC1)OC1=CC=C(C=C1)C#N)C(F)(F)F (trans-1-(4-Chloro-3-trifluoromethyl-phenyl)-3-[4-(4-cyano-phenoxy)-cyclohexyl]-urea). As a reaction SMILES: [Cl:1][C:2]1[CH:7]=[CH:6][C:5]([NH:8][C:9]([NH:11][C@H:12]2[CH2:17][CH2:16][C@H:15]([OH:18])[CH2:14][CH2:13]2)=[O:10])=[CH:4][C:3]=1[C:19]([F:22])([F:21])[F:20].[H-].[Na+].F[C:26]1[CH:33]=[CH:32][C:29]([C:30]#[N:31])=[CH:28][CH:27]=1>CN(C=O)C>[Cl:1][C:2]1[CH:7]=[CH:6][C:5]([NH:8][C:9]([NH:11][C@H:12]2[CH2:13][CH2:14][C@H:15]([O:18][C:26]3[CH:33]=[CH:32][C:29]([C:30]#[N:31])=[CH:28][CH:27]=3)[CH2:16][CH2:17]2)=[O:10])=[CH:4][C:3]=1[C:19]([F:20])([F:21])[F:22] |f:1.2|. Procedure: To a solution of 07086 (1.35 g, 4 mmol) in DMF (40 mL) was added 60% sodium hydride in oil (0.24 g, 6 mmol) portionwise at 0° C. After 10 min, 4-fluorobenzonitrile (0.73 g, 6 mmol) was added. The reaction mixture was allowed to slowly warm to room temperature overnight. The reaction was quenched by adding water and the resulting white precipitates were collected and washed with water. The collected solid was recrystallized from methanol to give the title compound, 1.5 g (86%) as a white solid. 1...